From a dataset of the Open Reaction Database (ORD), a public repository of structured organic reaction records. describe an organic reaction: reactants, conditions, products, and yield Reactants: OC(CN1C=CC=2C(=CC=CC12)C=O)C1=CC=CC=C1 (1-(2-hydroxy-2-phenylethyl)indole-4-carbaldehyde), C(C1=CC=CC=C1)Br (benzyl bromide), [H-].[Na+] (sodium hydride), [Cl-].[NH4+] (ammonium chloride). The solvent is CN(C=O)C (dimethylformamide), CN(C=O)C (dimethylformamide), CN(C=O)C (dimethylformamide). Reaction conditions: time 15 minute. Yields the product C(C1=CC=CC=C1)OC(CN1C=CC=2C(=CC=CC12)C=O)C1=CC=CC=C1 (1-(2-benzyloxy-2-phenylethyl)indole-4-carbaldehyde). Yield: 79.3%. As a reaction SMILES: [H-].[Na+].[OH:3][CH:4]([C:17]1[CH:22]=[CH:21][CH:20]=[CH:19][CH:18]=1)[CH2:5][N:6]1[C:14]2[CH:13]=[CH:12][CH:11]=[C:10]([CH:15]=[O:16])[C:9]=2[CH:8]=[CH:7]1.[CH2:23](Br)[C:24]1[CH:29]=[CH:28][CH:27]=[CH:26][CH:25]=1.[Cl-].[NH4+]>CN(C)C=O>[CH2:23]([O:3][CH:4]([C:17]1[CH:22]=[CH:21][CH:20]=[CH:19][CH:18]=1)[CH2:5][N:6]1[C:14]2[CH:13]=[CH:12][CH:11]=[C:10]([CH:15]=[O:16])[C:9]=2[CH:8]=[CH:7]1)[C:24]1[CH:29]=[CH:28][CH:27]=[CH:26][CH:25]=1 |f:0.1,4.5|. Procedure details: There was suspended 26.4 mg of 60% sodium hydride in 5 ml of dimethylformamide, followed by addition of a solution of 1-(2-hydroxy-2-phenylethyl)indole-4-carbaldehyde (160 mg) in dimethylformamide (2 ml) with ice-cooling. After stirring at room temperature for 15 minutes, the mixture was ice-cooled, then a solution of benzyl bromide (115.2 mg) in dimethylformamide (2 ml) was added thereto and stirred at room temperature for 3 hours. The reaction system was poured into 50 ml of a 10% ammonium chl... Reactants: ClC1=C(C=C(C(=C1)F)N1C(N(C(=CC1=O)C(F)(F)F)C)=O)O (2chloro-4-fluoro-5-[3-methyl-2,6-dioxo-4-(trifluoromethyl)-1,2,3,6-tetrahydropyrimidin-1-yl]phenol), ClC1=NC=CC=C1[N+](=O)[O-] (2-chloro-3-nitropyridine), [OH-].[K+] (potassium hydroxide). The reagents and catalysts are C1COCCOCCOCCOCCOCCO1 (18-crown-6). Run in C1(=CC=CC=C1)C (toluene). Conditions: temperature 90 celsius, time 3 hour. Product: ClC1=C(OC2=NC=CC=C2[N+](=O)[O-])C=C(C(=C1)F)N1C(N(C(=CC1=O)C(F)(F)F)C)=O (2-{2-chloro-4-fluoro-5-[3-methyl-2,6-dioxo-4-(trifluoromethyl)-1,2,3,6-tetrahydropyrimidin-1-yl]phenoxy}-3-nitropyridine). Isolated yield 76.1%. Reaction SMILES: [Cl:1][C:2]1[CH:7]=[C:6]([F:8])[C:5]([N:9]2[C:14](=[O:15])[CH:13]=[C:12]([C:16]([F:19])([F:18])[F:17])[N:11]([CH3:20])[C:10]2=[O:21])=[CH:4][C:3]=1[OH:22].Cl[C:24]1[C:29]([N+:30]([O-:32])=[O:31])=[CH:28][CH:27]=[CH:26][N:25]=1.[OH-].[K+]>C1(C)C=CC=CC=1.C1OCCOCCOCCOCCOCCOC1>[Cl:1][C:2]1[CH:7]=[C:6]([F:8])[C:5]([N:9]2[C:14](=[O:15])[CH:13]=[C:12]([C:16]([F:18])([F:19])[F:17])[N:11]([CH3:20])[C:10]2=[O:21])=[CH:4][C:3]=1[O:22][C:24]1[C:29]([N+:30]([O-:32])=[O:31])=[CH:28][CH:27]=[CH:26][N:25]=1 |f:2.3|. Reported procedure: 11.8 g of 2chloro-4-fluoro-5-[3-methyl-2,6-dioxo-4-(trifluoromethyl)-1,2,3,6-tetrahydropyrimidin-1-yl]phenol and 5.2 g of 2-chloro-3-nitropyridine were dissolved in 10 ml of toluene, to this were added 2.3 g of potassium hydroxide and 56 mg of 18-crown-6, and the mixture was stirred for 3 hours at 90° C. The reaction solution was cooled to room temperature, then the solvent was distilled off, and the residue was poured into ice water, and the precipitated crystals were collected by filtration to... Isolated yield 88.0%. Solvent: ClCCl.C(C)O (dichloromethane ethanol). Starting materials: FC1=C(C=CC=C1)N(C(=O)C1=CC2=C(N(C(=N2)CNC2=CC=C(C=C2)C#N)C)C=C1)CCC(=O)OCC (1-methyl-2-[N-(4-cyanophenyl)aminomethyl]benzimidazol-5-yl-carboxylic acid-N-(2-fluorophenyl)-N-(2-ethoxycarbonylethyl)amide), Cl (hydrochloric acid), C(C)O (ethanol), C([O-])([O-])=O.[NH4+].[NH4+] (ammonium carbonate), C28H29FN6O3. Reported procedure: Prepared analogously to Example 25d from 1-methyl-2-[N-(4-cyanophenyl)aminomethyl]benzimidazol-5-yl-carboxylic acid-N-(2-fluorophenyl)-N-(2-ethoxycarbonylethyl)amide and ethanolic hydrochloric acid, ethanol, and ammonium carbonate. Yield: 88% of theory, C28H29FN6O3 (516.6); Rf value: 0.08 (silica gel; dichloromethane/ethanol=4:1); EKA mass spectrum: (M+H)+=517; (M+H+Na)++=270; (M+2H)++=259. Reaction SMILES: [F:1][C:2]1[CH:7]=[CH:6][CH:5]=[CH:4][C:3]=1[N:8]([CH2:31][CH2:32][C:33]([O:35][CH2:36][CH3:37])=[O:34])[C:9]([C:11]1[CH:30]=[CH:29][C:14]2[N:15]([CH3:28])[C:16]([CH2:18][NH:19][C:20]3[CH:25]=[CH:24][C:23]([C:26]#[N:27])=[CH:22][CH:21]=3)=[N:17][C:13]=2[CH:12]=1)=[O:10].[ClH:38].C(O)C.C(=O)([O-])[O-].[NH4+:46].[NH4+]>ClCCl.C(O)C>[ClH:38].[F:1][C:2]1[CH:7]=[CH:6][CH:5]=[CH:4][C:3]=1[N:8]([CH2:31][CH2:32][C:33]([O:35][CH2:36][CH3:37])=[O:34])[C:9]([C:11]1[CH:30]=[CH:29][C:14]2[N:15]([CH3:28])[C:16]([CH2:18][NH:19][C:20]3[CH:25]=[CH:24][C:23]([C:26](=[NH:46])[NH2:27])=[CH:22][CH:21]=3)=[N:17][C:13]=2[CH:12]=1)=[O:10] |f:3.4.5,6.7,8.9|. The product is Cl.FC1=C(C=CC=C1)N(C(=O)C1=CC2=C(N(C(=N2)CNC2=CC=C(C=C2)C(N)=N)C)C=C1)CCC(=O)OCC (1-Methyl-2-[N-(4-amidinophenyl)aminomethyl]benzimidazol-5-yl-carboxylic acid-N-(2-fluorophenyl)-N-(2-ethoxycarbonylethyl)amide hydrochloride). Reactants: C(C)(C)(C)O[C@H](C(=O)O)C1=C(C2=C(N=C(S2)N2CC=3C=CC=NC3CC2)C=C1C)C1=CC=C(C=C1)Cl ((S)-2-tert-butoxy-2-(7-(4-chlorophenyl)-2-(7,8-dihydro-1,6-naphthyridin-6(5H)-yl)-5-methylbenzo[d]thiazol-6-yl)acetic acid), Cl.FC(C1=NN=C2N1CCNC2)(F)F (3-(trifluoromethyl)-5,6,7,8-tetrahydro-[1,2,4]triazolo[4,3-a]pyrazine hydrochloride), hydrate. Yields the product C(C)(C)(C)O[C@H](C(=O)O)C1=C(C2=C(N=C(S2)N2CC=3N(CC2)C(=NN3)C(F)(F)F)C=C1C)C1=CC=C(C=C1)Cl ((S)-2-tert-butoxy-2-(7-(4-chlorophenyl)-5-methyl-2-(3-(trifluoromethyl)-5,6-dihydro-[1,2,4]triazolo[4,3-a]pyrazin-7(8H)-yl)benzo[d]thiazol-6-yl)acetic acid). Reaction SMILES: [C:1]([O:5][C@@H:6]([C:10]1[C:28]([CH3:29])=[CH:27][C:13]2[N:14]=[C:15]([N:17]3[CH2:26][CH2:25]C4N=CC=CC=4C3)[S:16][C:12]=2[C:11]=1[C:30]1[CH:35]=[CH:34][C:33]([Cl:36])=[CH:32][CH:31]=1)[C:7]([OH:9])=[O:8])([CH3:4])([CH3:3])[CH3:2].Cl.[F:38][C:39]([F:50])([F:49])[C:40]1[N:44]2CCN[CH2:48][C:43]2=[N:42][N:41]=1>>[C:1]([O:5][C@@H:6]([C:10]1[C:28]([CH3:29])=[CH:27][C:13]2[N:14]=[C:15]([N:17]3[CH2:48][CH2:43][N:44]4[C:40]([C:39]([F:50])([F:49])[F:38])=[N:41][N:42]=[C:25]4[CH2:26]3)[S:16][C:12]=2[C:11]=1[C:30]1[CH:31]=[CH:32][C:33]([Cl:36])=[CH:34][CH:35]=1)[C:7]([OH:9])=[O:8])([CH3:3])([CH3:4])[CH3:2] |f:1.2|. Procedure: Prepared in a similar manner as (S)-2-tert-butoxy-2-(7-(4-chlorophenyl)-2-(7,8-dihydro-1,6-naphthyridin-6(5H)-yl)-5-methylbenzo[d]thiazol-6-yl)acetic acid except using 3-(trifluoromethyl)-5,6,7,8-tetrahydro-[1,2,4]triazolo[4,3-a]pyrazine hydrochloride instead of 5,6,7,8-tetrahydro-1,6-naphthyridine, dihydrochloride, hydrate. LCMS-ESI+: calc'd for C26H25ClF3N5O3S: 580.1, 582.1 (M+H+); Found: 580.2, 582.2 (M+H+). 1H NMR (400 MHz, CD3OD): δ 7.72-7.45 (m, 4H), 7.41 (s, 1H), 5.16 (s, 1H), 5.09 (s, 2H... The reactants are [Cl-].[K+] (potassium chloride), [Cl-].[Na+] (sodium chloride), P(=O)([O-])([O-])[O-] (phosphate), [Cl-].[K+] (potassium chloride), [Cl-].[Na+] (sodium chloride). Product: P(=O)(O)(O)[O-].[K+] (potassium dihydrogen phosphate), P(=O)(O)(O)[O-].[Na+] (sodium dihydrogen phosphate). RXN SMILES: [Cl-].[K+:2].[Cl-].[Na+:4].[P:5]([O-:9])([O-:8])([O-:7])=[O:6]>>[P:5]([O-:9])([OH:8])([OH:7])=[O:6].[K+:2].[P:5]([O-:9])([OH:8])([OH:7])=[O:6].[Na+:4] |f:0.1,2.3,5.6,7.8|. Procedure details: The fine particles of potassium chloride or sodium chloride and the fine particles of phosphate or a buffering agent may be separately prepared. For example, when a concentrated aqueous solution of potassium chloride or sodium chloride is formed, an aqueous solution of potassium dihydrogen phosphate and sodium dihydrogen phosphate (4:6 in molar ratio) can be separately formed. Both solutions are preferably in a saturation state, which provides a greater amount of fine particles, i.e., a high eff...